Dataset: the Open Reaction Database (ORD), a public repository of structured organic reaction records. Task: describe an organic reaction: reactants, conditions, products, and yield Procedure details: A solution of 3-amino-6-(1-isopropyl-6-oxo-1,6-dihydro-3-pyridazinyl)-2-pyrazinecarbonitrile 4-oxide (1.54 g) in DMF (30 ml) was stirred at 0° C. Phosphorous oxychloride (1.58 ml) was dropped to the solution and the reaction mixture was stirred under same condition for 3 hours. Water was added to the reaction mixture. The reaction mixture was stirred at 20° C. for 20 hours to give a yellow precipitate. The precipitate was collected by filtration to obtain yellow powder. The residue was purified ... Reactants: P(=O)(Cl)(Cl)Cl (Phosphorous oxychloride), NC=1C(=NC(=C[N+]1[O-])C1=NN(C(C=C1)=O)C(C)C)C#N (3-amino-6-(1-isopropyl-6-oxo-1,6-dihydro-3-pyridazinyl)-2-pyrazinecarbonitrile 4-oxide), CN(C)C=O (DMF), O (Water). The product is ClC1=C(N=C(C(=N1)N=CN(C)C)C#N)C1=NN(C(C=C1)=O)C(C)C (N′-[6-chloro-3-cyano-5-(1-isopropyl-6-oxo-1,6-dihydro-3-pyridazinyl)-2-pyrazinyl]-N,N-dimethylimidoformamide). Conditions: time 3 hour. Reaction SMILES: [NH2:1][C:2]1[C:3]([C:19]#[N:20])=[N:4][C:5]([C:9]2[CH:14]=[CH:13][C:12](=[O:15])[N:11]([CH:16]([CH3:18])[CH3:17])[N:10]=2)=[CH:6][N+:7]=1[O-].P(Cl)(Cl)([Cl:23])=O.O.[CH3:27][N:28]([CH:30]=O)[CH3:29]>>[Cl:23][C:6]1[N:7]=[C:2]([N:1]=[CH:27][N:28]([CH3:30])[CH3:29])[C:3]([C:19]#[N:20])=[N:4][C:5]=1[C:9]1[CH:14]=[CH:13][C:12](=[O:15])[N:11]([CH:16]([CH3:18])[CH3:17])[N:10]=1. Reactants: C(#N)C1=CC=C(C=C1)C=1C=NN(C1)CC=1C=C(C(=O)O)C=CC1 (3-[4-(4-cyano-phenyl)-pyrazol-1-ylmethyl]-benzoic acid), C(C)(C)(C)OC(N[C@@H]1CC2=C(N=C(S2)N)CC1)=O (((S)-2-amino-4,5,6,7-tetrahydro-benzothiazol-6-yl)-carbamic acid tert-butyl ester), CN(C)C(=[N+](C)C)ON1C2=C(C=CC=C2)N=N1.[B-](F)(F)(F)F (TBTU), C(C)(C)N(C(C)C)CC (N,N-diisopropylethylamine). Solvent: CN(C)C=O (DMF), O (H2O). Conditions: time 8 hour. Yields the product C(C)(C)(C)OC(N[C@@H]1CC2=C(N=C(S2)NC(C2=CC(=CC=C2)CN2N=CC(=C2)C2=CC=C(C=C2)C#N)=O)CC1)=O (((S)-2-{3-[4-(4-cyano-phenyl)-pyrazol-1-ylmethyl]-benzoylamino}-4,5,6,7-tetrahydro-benzothiazol-6-yl)-carbamic acid tert-butyl ester). Yield: 92.0%. Reaction SMILES: [C:1]([C:3]1[CH:8]=[CH:7][C:6]([C:9]2[CH:10]=[N:11][N:12]([CH2:14][C:15]3[CH:16]=[C:17]([CH:21]=[CH:22][CH:23]=3)[C:18]([OH:20])=O)[CH:13]=2)=[CH:5][CH:4]=1)#[N:2].[C:24]([O:28][C:29](=[O:41])[NH:30][C@H:31]1[CH2:40][CH2:39][C:34]2[N:35]=[C:36]([NH2:38])[S:37][C:33]=2[CH2:32]1)([CH3:27])([CH3:26])[CH3:25].CN(C(ON1N=NC2C=CC=CC1=2)=[N+](C)C)C.[B-](F)(F)(F)F.C(N(CC)C(C)C)(C)C>O.CN(C=O)C>[C:24]([O:28][C:29](=[O:41])[NH:30][C@H:31]1[CH2:40][CH2:39][C:34]2[N:35]=[C:36]([NH:38][C:18](=[O:20])[C:17]3[CH:21]=[CH:22][CH:23]=[C:15]([CH2:14][N:12]4[CH:13]=[C:9]([C:6]5[CH:5]=[CH:4][C:3]([C:1]#[N:2])=[CH:8][CH:7]=5)[CH:10]=[N:11]4)[CH:16]=3)[S:37][C:33]=2[CH2:32]1)([CH3:27])([CH3:25])[CH3:26] |f:2.3|. Procedure details: Dissolve 3-[4-(4-cyano-phenyl)-pyrazol-1-ylmethyl]-benzoic acid (0.25 g, 0.82 mmol) and ((S)-2-amino-4,5,6,7-tetrahydro-benzothiazol-6-yl)-carbamic acid tert-butyl ester (0.22 g, 0.82 mmol) and TBTU (0.40 g, 1.24 mmol) and N,N-diisopropylethylamine (0.40 ml, 2.47 mmol) into 1.5 mL dry DMF and stir overnight at room temperature under Ar. Pour the reaction into H2O, giving a precipitate. Filter the solid, wash with H2O, and dry. Extract the filtrate 3 times with EtOAc and washed 4 times with H2O, ... Starting materials: C(C)(=O)O[C@H]1[C@@H](O[C@@H]([C@H]([C@@H]1OC(C)=O)OC(C)=O)COC(C)=O)OC1=C(C(=CC=C1)O)C(C)=O (2'-(2,3,4,6-tetra-O-acetyl-β-D-glucopyranosyloxy)-6'-hydroxyacetophenone), O1C2=C(C=C1)C=C(C=C2)C=O (benzo[b]furan-5-carbaldehyde), [OH-].[K+] (potassium hydroxide). The reagents and catalysts are [Pt] (platinum on activated carbon). The solvent is C(C)O (ethanol). Reaction conditions: time 8 hour. Product: [C@@H]1([C@H](O)[C@@H](O)[C@H](O)[C@H](O1)CO)OC1=C(C(=CC=C1)O)C(CCC1=CC2=C(OC=C2)C=C1)=O (2'-(β-D-glucopyranosyloxy)-6'-hydroxy-3-(5-benzo[b]furanyl)propiophenone). Yield: 71.1%. As a reaction SMILES: C([O:4][C@@H:5]1[C@@H:10]([O:11]C(=O)C)[C@H:9]([O:15]C(=O)C)[C@@H:8]([CH2:19][O:20]C(=O)C)[O:7][C@H:6]1[O:24][C:25]1[CH:30]=[CH:29][CH:28]=[C:27]([OH:31])[C:26]=1[C:32](=[O:34])[CH3:33])(=O)C.[O:35]1[CH:39]=[CH:38][C:37]2[CH:40]=[C:41]([CH:44]=O)[CH:42]=[CH:43][C:36]1=2.[OH-].[K+]>[Pt].C(O)C>[C@@H:6]1([O:24][C:25]2[CH:30]=[CH:29][CH:28]=[C:27]([OH:31])[C:26]=2[C:32](=[O:34])[CH2:33][CH2:44][C:41]2[CH:42]=[CH:43][C:36]3[O:35][CH:39]=[CH:38][C:37]=3[CH:40]=2)[O:7][C@H:8]([CH2:19][OH:20])[C@@H:9]([OH:15])[C@H:10]([OH:11])[C@H:5]1[OH:4] |f:2.3|. Reported procedure: To a mixture of 2'-(2,3,4,6-tetra-O-acetyl-β-D-glucopyranosyloxy)-6'-hydroxyacetophenone (1500 mg), benzo[b]furan-5-carbaldehyde (545 mg) and ethanol (15 ml) is added dropwise a 50% aqueous potassium hydroxide solution (3 ml), and the mixture is stirred at room temperature overnight. The mixture is subjected to catalytic hydrogenation by using as a catalyst 10% platinum on activated carbon (303 mg) under atmospheric pressure. The catalyst is removed by filtration, and the filtrate is concentrate... Reactants: CC(C)(C)S(N)=O, CC(Cl)Cl, [Cu+2], O=Cc1ccc(C(F)(F)F)nc1, O=S(=O)([O-])[O-]. The product is CC(C)(C)S(=O)N=Cc1ccc(C(F)(F)F)nc1. RXN SMILES: [CH3:13][C:14]([CH3:15])([CH3:16])[S:17](=[O:18])[NH2:19].[Cl:20][CH:21]([Cl:22])[CH3:23].[Cu+2:24].[F:1][C:2]([c:3]1[n:4][cH:5][c:6]([CH:7]=[O:8])[cH:9][cH:10]1)([F:11])[F:12].[O-:25][S:26](=[O:27])(=[O:28])[O-:29]>>[F:1][C:2]([c:3]1[n:4][cH:5][c:6]([CH:7]=[N:19][S:17]([C:14]([CH3:13])([CH3:15])[CH3:16])=[O:18])[cH:9][cH:10]1)([F:11])[F:12]. Starting materials: C1(=CC=CC=C1)CCN=C=O (2-phenylethyl isocyanate), NC=1C=CC(=C(C1)C(=O)C1=C(C=C(C=C1)NC1=C(C=C(C=C1)F)F)Cl)C ((5-Amino-2-methyl-phenyl)-[2-chloro-4-(2,4-difluoro-phenylamino)-phenyl]-methanone), compound 259. Solvent: O1CCOCC1 (1,4-dioxan). Conditions: temperature 50 celsius, time 18 hour. Yields the product ClC1=C(C(=O)C=2C=C(C=CC2C)NC(=O)NCCC2=CC=CC=C2)C=CC(=C1)NC1=C(C=C(C=C1)F)F (1-{3-[2-Chloro-4-(2,4-difluoro-phenylamino)-benzoyl]-4-methyl-phenyl}-3-phenethyl-urea). As a reaction SMILES: [NH2:1][C:2]1[CH:3]=[CH:4][C:5]([CH3:26])=[C:6]([C:8]([C:10]2[CH:15]=[CH:14][C:13]([NH:16][C:17]3[CH:22]=[CH:21][C:20]([F:23])=[CH:19][C:18]=3[F:24])=[CH:12][C:11]=2[Cl:25])=[O:9])[CH:7]=1.[C:27]1([CH2:33][CH2:34][N:35]=[C:36]=[O:37])[CH:32]=[CH:31][CH:30]=[CH:29][CH:28]=1>O1CCOCC1>[Cl:25][C:11]1[CH:12]=[C:13]([NH:16][C:17]2[CH:22]=[CH:21][C:20]([F:23])=[CH:19][C:18]=2[F:24])[CH:14]=[CH:15][C:10]=1[C:8]([C:6]1[CH:7]=[C:2]([NH:1][C:36]([NH:35][CH2:34][CH2:33][C:27]2[CH:32]=[CH:31][CH:30]=[CH:29][CH:28]=2)=[O:37])[CH:3]=[CH:4][C:5]=1[CH3:26])=[O:9]. Procedure details: Compound 494 (0.03 g, 0.08 mmol) was dissolved in 1,4-dioxan (0.5 mL) and 2-phenylethyl isocyanate (0.016 mL, 0.12 mmol) was added. The solution was stirred at 50° C. for 18 h. Work up as described in the preparation of compound 259. The crude product was purified by flash chromatography using a gradient of EtOAc/petroleum ether (40-60) 15:85→60:40 as the eluent. This afforded the title compound as a slightly coloured solid. 13C NMR (CDCl3) δ 196.5, 159.2 (dd), 156.0, 155.6 (dd), 148.1, 139.6, 1... Starting materials: ClC1=CC2=C(S1)C1(CCN(CC1)CC=1C(=NNC1)C)OCC2(F)F (2-chloro-4,4-difluoro-1′-[(3-methyl-1H-pyrazol-4-yl)methyl]spiro[5H-thieno[2,3-c]pyran-7,4′-piperidine]), C([O-])([O-])=O.[K+].[K+] (potassium carbonate), BrC1=NC=CC=C1COC (2-bromo-3-methoxymethyl-pyridine), CN[C@H]1[C@@H](CCCC1)NC (trans-N,N′-dimethylcyclohexane-1,2-diamine). Reagents/catalysts: [Cu]I (copper (I) iodide). Run in C1(=CC=CC=C1)C (toluene), C(C)(=O)OCC (ethyl acetate). Run at time 5 minute. Product: ClC1=CC2=C(S1)C1(CCN(CC1)CC=1C(=NN(C1)C1=NC=CC=C1COC)C)OCC2(F)F (2-chloro-4,4-difluoro-1′-[[1-[3-(methoxymethyl)-2-pyridyl]-3-methyl-pyrazol-4-yl]methyl]spiro[5H-thieno[2,3-c]pyran-7,4′-piperidine]). Yield: 65.5%. Reaction SMILES: [Cl:1][C:2]1[S:6][C:5]2[C:7]3([O:20][CH2:21][C:22]([F:24])([F:23])[C:4]=2[CH:3]=1)[CH2:12][CH2:11][N:10]([CH2:13][C:14]1[C:15]([CH3:19])=[N:16][NH:17][CH:18]=1)[CH2:9][CH2:8]3.C(=O)([O-])[O-].[K+].[K+].Br[C:32]1[C:37]([CH2:38][O:39][CH3:40])=[CH:36][CH:35]=[CH:34][N:33]=1.CN[C@@H]1CCCC[C@H]1NC>C(OCC)(=O)C.[Cu]I.C1(C)C=CC=CC=1>[Cl:1][C:2]1[S:6][C:5]2[C:7]3([O:20][CH2:21][C:22]([F:23])([F:24])[C:4]=2[CH:3]=1)[CH2:12][CH2:11][N:10]([CH2:13][C:14]1[C:15]([CH3:19])=[N:16][N:17]([C:32]2[C:37]([CH2:38][O:39][CH3:40])=[CH:36][CH:35]=[CH:34][N:33]=2)[CH:18]=1)[CH2:9][CH2:8]3 |f:1.2.3|. Procedure details: To a screw-cap test tube is added copper (I) iodide (1.15 g, 6.02 mmol), 2-chloro-4,4-difluoro-1′-[(3-methyl-1H-pyrazol-4-yl)methyl]spiro[5H-thieno[2,3-c]pyran-7,4′-piperidine] (15 g, 40.12 mmol), potassium carbonate (11.76 g, 84.26 mmol), 15 mL of toluene (previously bubbled with nitrogen for 20 minutes) and a stir bar. The reaction mixture is bubbled with nitrogen for additional 10 min and then 2-bromo-3-methoxymethyl-pyridine (10.54 g, 52.16 mmol), and trans-N,N′-dimethylcyclohexane-1,2-diami...